This data is from the Open Reaction Database (ORD), a public repository of structured organic reaction records. The task is: describe an organic reaction: reactants, conditions, products, and yield The reactants are Cc1ccc2c(c1)C(=O)OC2=O, O, [NH3+]O, [NH3+]O, [NH3+]O, O=P([O-])([O-])[O-]. Yields the product Cc1ccc2c(c1)C(=O)N(O)C2=O. RXN SMILES: [CH3:1][c:2]1[cH:3][c:4]2[c:5]([cH:11][cH:12]1)[C:6](=[O:7])[O:8][C:9]2=[O:10].[OH2:24].[OH:18][NH3+:19].[OH:20][NH3+:21].[OH:22][NH3+:23].[P:13]([O-:14])([O-:15])([O-:16])=[O:17]>>[CH3:1][c:2]1[cH:3][c:4]2[c:5]([cH:11][cH:12]1)[C:6](=[O:7])[N:19]([OH:18])[C:9]2=[O:8].